Dataset: the Open Reaction Database (ORD), a public repository of structured organic reaction records. Task: describe an organic reaction: reactants, conditions, products, and yield Procedure details: This olefin was converted to 1-pentyloxyethyl-cyclopropene in the same manner that 2-bromo-3-hexyloxypropene was converted to 1-hexyloxymethyl-cyclopropene. RXN SMILES: [CH2:1]([O:6][CH:7]([C:9]1[CH2:11][CH:10]=1)C)[CH2:2][CH2:3][CH2:4][CH3:5].[Br:12]C(COCCCCCC)=C.C(OCC1CC=1)CCCCC>>[Br:12][C:10]([CH2:9][CH2:7][O:6][CH2:1][CH2:2][CH2:3][CH2:4][CH3:5])=[CH2:11]. Reactants: olefin, C(CCCCC)OCC1=CC1 (1-hexyloxymethyl-cyclopropene), C(CCCC)OC(C)C1=CC1 (1-pentyloxyethyl-cyclopropene), BrC(=C)COCCCCCC (2-bromo-3-hexyloxypropene). The product is BrC(=C)CCOCCCCC (2-Bromo-4-pentyloxybutene). The reactants are O=C([O-])O, ClCCCl, CNC, CN(C)C=O, O=C(O)C1CCCN(CCC2CSC(c3cc4cc(Cl)cc(NC5CCOCC5)c4[nH]3)=N2)C1, [Na+], On1nnc2ccccc21. Yields the product CN(C)C(=O)C1CCCN(CCC2CSC(c3cc4cc(Cl)cc(NC5CCOCC5)c4[nH]3)=N2)C1. RXN SMILES: [C:51](=[O:52])([OH:53])[O-:54].[CH2:37]([Cl:38])[CH2:39][Cl:40].[CH3:34][NH:35][CH3:36].[CH3:56][N:57]([CH3:58])[CH:59]=[O:60].[Cl:1][c:2]1[cH:3][c:4]2[cH:5][c:6]([C:18]3=[N:22][CH:21]([CH2:23][CH2:24][N:25]4[CH2:26][CH:27]([C:31](=[O:32])[OH:33])[CH2:28][CH2:29][CH2:30]4)[CH2:20][S:19]3)[nH:7][c:8]2[c:9]([NH:11][CH:12]2[CH2:13][CH2:14][O:15][CH2:16][CH2:17]2)[cH:10]1.[Na+:55].[OH:41][n:42]1[c:43]2[c:44]([cH:45][cH:46][cH:47][cH:48]2)[n:49][n:50]1>>[Cl:1][c:2]1[cH:3][c:4]2[cH:5][c:6]([C:18]3=[N:22][CH:21]([CH2:23][CH2:24][N:25]4[CH2:26][CH:27]([C:31](=[O:32])[N:35]([CH3:34])[CH3:36])[CH2:28][CH2:29][CH2:30]4)[CH2:20][S:19]3)[nH:7][c:8]2[c:9]([NH:11][CH:12]2[CH2:13][CH2:14][O:15][CH2:16][CH2:17]2)[cH:10]1. Reactants: COc1cc(N)cc(C(F)(F)F)c1, Cl, O=N[O-], [Na+], [Na+], [OH-], O, Cl[Sn]Cl. Yields the product COc1cc(NN)cc(C(F)(F)F)c1. As a reaction SMILES: [CH3:1][O:2][c:3]1[cH:4][c:5]([NH2:13])[cH:6][c:7]([C:9]([F:10])([F:11])[F:12])[cH:8]1.[ClH:23].[N:14]([O-:15])=[O:16].[Na+:17].[Na+:22].[OH-:21].[OH2:24].[Sn:18]([Cl:19])[Cl:20]>>[CH3:1][O:2][c:3]1[cH:4][c:5]([NH:13][NH2:14])[cH:6][c:7]([C:9]([F:10])([F:11])[F:12])[cH:8]1. The reactants are O=C([O-])[O-], CCOC(=O)C1CCC(=O)N1Cc1cc(OC)c(C(C)(C)C)cc1Br, OB(O)c1cccnc1OCc1ccccc1, CO, ClCCl, [Na+], [Na+], c1ccc(P(c2ccccc2)(c2ccccc2)[Pd](P(c2ccccc2)(c2ccccc2)c2ccccc2)(P(c2ccccc2)(c2ccccc2)c2ccccc2)P(c2ccccc2)(c2ccccc2)c2ccccc2)cc1. Yields the product CCOC(=O)C1CCC(=O)N1Cc1cc(OC)c(C(C)(C)C)cc1-c1cccnc1OCc1ccccc1. RXN SMILES: [C:43](=[O:44])([O-:45])[O-:46].[CH2:1]([CH3:2])[O:3][C:4](=[O:5])[CH:6]1[N:7]([CH2:12][c:13]2[c:14]([Br:25])[cH:15][c:16]([C:21]([CH3:22])([CH3:23])[CH3:24])[c:17]([O:19][CH3:20])[cH:18]2)[C:8](=[O:11])[CH2:9][CH2:10]1.[CH2:26]([c:27]1[cH:28][cH:29][cH:30][cH:31][cH:32]1)[O:33][c:34]1[n:35][cH:36][cH:37][cH:38][c:39]1[B:40]([OH:41])[OH:42].[CH3:49][OH:50].[Cl:51][CH2:52][Cl:53].[Na+:47].[Na+:48].[cH:54]1[cH:55][cH:56][c:57]([P:58]([Pd:59]([P:60]([c:61]2[cH:62][cH:63][cH:64][cH:65][cH:66]2)([c:67]2[cH:68][cH:69][cH:70][cH:71][cH:72]2)[c:73]2[cH:74][cH:75][cH:76][cH:77][cH:78]2)([P:79]([c:80]2[cH:81][cH:82][cH:83][cH:84][cH:85]2)([c:86]2[cH:87][cH:88][cH:89][cH:90][cH:91]2)[c:92]2[cH:93][cH:94][cH:95][cH:96][cH:97]2)[P:98]([c:99]2[cH:100][cH:101][cH:102][cH:103][cH:104]2)([c:105]2[cH:106][cH:107][cH:108][cH:109][cH:110]2)[c:111]2[cH:112][cH:113][cH:114][cH:115][cH:116]2)([c:117]2[cH:118][cH:119][cH:120][cH:121][cH:122]2)[c:123]2[cH:124][cH:125][cH:126][cH:127][cH:128]2)[cH:129][cH:130]1>>[CH2:1]([CH3:2])[O:3][C:4](=[O:5])[CH:6]1[N:7]([CH2:12][c:13]2[c:14](-[c:39]3[c:34]([O:33][CH2:26][c:27]4[cH:28][cH:29][cH:30][cH:31][cH:32]4)[n:35][cH:36][cH:37][cH:38]3)[cH:15][c:16]([C:21]([CH3:22])([CH3:23])[CH3:24])[c:17]([O:19][CH3:20])[cH:18]2)[C:8](=[O:11])[CH2:9][CH2:10]1.